From a dataset of the Open Reaction Database (ORD), a public repository of structured organic reaction records. describe an organic reaction: reactants, conditions, products, and yield Reactants: O=C(Cn1ccnc1)c1cccc(Br)c1, O=C([O-])[O-], CC(C)Cc1cc(B(O)O)c(S(=O)(=O)NC(C)(C)C)s1, Cc1ccccc1, CCO, [Na+], [Na+], O, c1ccc(P(c2ccccc2)(c2ccccc2)[Pd](P(c2ccccc2)(c2ccccc2)c2ccccc2)(P(c2ccccc2)(c2ccccc2)c2ccccc2)P(c2ccccc2)(c2ccccc2)c2ccccc2)cc1. Product: CC(C)Cc1cc(-c2cccc(C(=O)Cn3ccnc3)c2)c(S(=O)(=O)NC(C)(C)C)s1. As a reaction SMILES: [Br:1][c:2]1[cH:3][c:4]([C:8]([CH2:9][n:10]2[cH:11][n:12][cH:13][cH:14]2)=[O:15])[cH:5][cH:6][cH:7]1.[C:36](=[O:37])([O-:38])[O-:39].[CH2:16]([CH:17]([CH3:18])[CH3:19])[c:20]1[cH:21][c:22]([B:33]([OH:34])[OH:35])[c:23]([S:25](=[O:26])(=[O:27])[NH:28][C:29]([CH3:30])([CH3:31])[CH3:32])[s:24]1.[CH3:42][c:43]1[cH:44][cH:45][cH:46][cH:47][cH:48]1.[CH3:49][CH2:50][OH:51].[Na+:40].[Na+:41].[OH2:52].[cH:53]1[cH:54][cH:55][c:56]([P:57]([Pd:58]([P:59]([c:60]2[cH:61][cH:62][cH:63][cH:64][cH:65]2)([c:66]2[cH:67][cH:68][cH:69][cH:70][cH:71]2)[c:72]2[cH:73][cH:74][cH:75][cH:76][cH:77]2)([P:78]([c:79]2[cH:80][cH:81][cH:82][cH:83][cH:84]2)([c:85]2[cH:86][cH:87][cH:88][cH:89][cH:90]2)[c:91]2[cH:92][cH:93][cH:94][cH:95][cH:96]2)[P:97]([c:98]2[cH:99][cH:100][cH:101][cH:102][cH:103]2)([c:104]2[cH:105][cH:106][cH:107][cH:108][cH:109]2)[c:110]2[cH:111][cH:112][cH:113][cH:114][cH:115]2)([c:116]2[cH:117][cH:118][cH:119][cH:120][cH:121]2)[c:122]2[cH:123][cH:124][cH:125][cH:126][cH:127]2)[cH:128][cH:129]1>>[c:2]1(-[c:22]2[cH:21][c:20]([CH2:16][CH:17]([CH3:18])[CH3:19])[s:24][c:23]2[S:25](=[O:26])(=[O:27])[NH:28][C:29]([CH3:30])([CH3:31])[CH3:32])[cH:3][c:4]([C:8]([CH2:9][n:10]2[cH:11][n:12][cH:13][cH:14]2)=[O:15])[cH:5][cH:6][cH:7]1.